From a dataset of the Open Reaction Database (ORD), a public repository of structured organic reaction records. describe an organic reaction: reactants, conditions, products, and yield Reactants: [BH4-].[Li+] (Lithium borohydride), ice, CO (methanol), solution, FC=1C2=C(C=C3CC4(C(NC(NC4=O)=O)=O)[C@@H]4N(C13)C[C@H](O[C@H]4C)C)C(=NO2)N2N=CC(=C2)C(=O)OCC (ethyl 1-[(2R,4S,4aS)-rel-11-fluoro-2,4-dimethyl-2′,4′,6′-trioxo-1,1′,2,3′,4,4′,4a,6′-octahydro-2′H,6H-spiro[1,4-oxazino[4,3-a][1,2]oxazolo[4,5-g]quinoline-5,5′-pyrimidin]-8-yl]-1H-pyrazole-4-carboxylate). The solvent is O1CCCC1 (tetrahydrofuran), O (water). Conditions: time 1 hour. Product: FC=1C2=C(C=C3CC4(C(NC(NC4=O)=O)=O)[C@@H]4N(C13)C[C@H](O[C@H]4C)C)C(=NO2)N2N=CC(=C2)CO ((2R,4S,4aS)-rel-11-fluoro-8-[4-(hydroxymethyl)-1H-pyrazol-1-yl]-2,4-dimethyl-1,2,4,4a-tetrahydro-2′H,6H-spiro[1,4-oxazino[4,3-a][1,2]oxazolo[4,5-g]quinoline-5,5′-pyrimidine]-2′,4′,6′(1′H,3′H)-trione). As a reaction SMILES: [BH4-].[Li+].CO.[F:5][C:6]1[C:7]2[O:32][N:31]=[C:30]([N:33]3[CH:37]=[C:36]([C:38](OCC)=[O:39])[CH:35]=[N:34]3)[C:8]=2[CH:9]=[C:10]2[C:23]=1[N:22]1[CH2:24][C@@H:25]([CH3:29])[O:26][C@@H:27]([CH3:28])[C@@H:21]1[C:12]1([C:17](=[O:18])[NH:16][C:15](=[O:19])[NH:14][C:13]1=[O:20])[CH2:11]2>O1CCCC1.O>[F:5][C:6]1[C:7]2[O:32][N:31]=[C:30]([N:33]3[CH:37]=[C:36]([CH2:38][OH:39])[CH:35]=[N:34]3)[C:8]=2[CH:9]=[C:10]2[C:23]=1[N:22]1[CH2:24][C@@H:25]([CH3:29])[O:26][C@@H:27]([CH3:28])[C@@H:21]1[C:12]1([C:17](=[O:18])[NH:16][C:15](=[O:19])[NH:14][C:13]1=[O:20])[CH2:11]2 |f:0.1|. Procedure: Lithium borohydride (0.434 mL, 0.87 mmol) was added to an ice cooled solution of methanol (0.035 mL, 0.87 mmol) in tetrahydrofuran (10 mL). The solution was warmed to room temp and stirred for 1 hour. 1.5 ml of this solution was added to a solution of ethyl 1-[(2R,4S,4aS)-11-fluoro-2,4-dimethyl-2′,4′,6′-trioxo-1,1′,2,3′,4,4′,4a,6′-octahydro-2′H,6H-spiro[1,4-oxazino[4,3-a][1,2]oxazolo[4,5-g]quinoline-5,5′-pyrimidin]-8-yl]-1H-pyrazole-4-carboxylate (Example 37, 60 mg, 0.11 mmol). The reaction was ... Reactants: N1C=NC=C1 (imidazole), [Si](C)(C)(C(C)(C)C)Cl (tert-butyldimethylsilyl chloride), CC1=CC=C(C=C1)CCCCO (4-(4-Methylphenyl) butanol). Run in CN(C)C=O (DMF). Reaction conditions: time 4 hour. Product: [Si](C)(C)(C(C)(C)C)OCCCCC1=CC=C(C=C1)C (4-(4-methylphenyl)-butyl tert-butyldimetylsilyl ether). Reaction SMILES: [CH3:1][C:2]1[CH:7]=[CH:6][C:5]([CH2:8][CH2:9][CH2:10][CH2:11][OH:12])=[CH:4][CH:3]=1.N1C=CN=C1.[Si:18](Cl)([C:21]([CH3:24])([CH3:23])[CH3:22])([CH3:20])[CH3:19]>CN(C=O)C>[Si:18]([O:12][CH2:11][CH2:10][CH2:9][CH2:8][C:5]1[CH:6]=[CH:7][C:2]([CH3:1])=[CH:3][CH:4]=1)([C:21]([CH3:24])([CH3:23])[CH3:22])([CH3:20])[CH3:19]. Procedure details: 4-(4-Methylphenyl) butanol (0.5 g, 3.04 mmol) is dissolved in 5 ml DMF and to it is added imidazole (310 mg, 4.56 mmol) and tert-butyldimethylsilyl chloride (685 mg, 4.56 mmol). The reaction is stirred for 4 hrs after which it is extracted in ethyl acetate and washed with water to remove all DMF. The organic layer is then dried and concentrated. The crude mixture is then purified by flash chromatography using a mixture of ethyl acetate-hexanes as the eluting medium to afford the above mentioned ... Reactants: Cl (HCl), [N+](=O)([O-])CC(=O)N (Nitroacetamide), C(C)(=O)[O-].[Na+] (sodium acetate), C(C)OC(C(C(=O)C(=O)OCC)=COCC)=O (Diethyl(ethoxymethylene)oxalacetate). Solvent: C(C)O (ethanol), C(C)O (ethanol). Reaction conditions: temperature 0 celsius, time 15 hour. Product: [N+](=O)([O-])C1=CC(=C(NC1=O)C(=O)OCC)C(=O)OCC (Diethyl 1,6-dihydro-5-nitro-6-oxo-2,3-pyridinedicarboxylate). Yield: 79.3%. RXN SMILES: [CH2:1]([O:3][C:4](=[O:17])[C:5](=[CH:13]OCC)[C:6]([C:8]([O:10][CH2:11][CH3:12])=[O:9])=O)[CH3:2].[N+:18]([CH2:21][C:22]([NH2:24])=[O:23])([O-:20])=[O:19].C([O-])(=O)C.[Na+].Cl>C(O)C>[N+:18]([C:21]1[C:22](=[O:23])[NH:24][C:6]([C:8]([O:10][CH2:11][CH3:12])=[O:9])=[C:5]([C:4]([O:3][CH2:1][CH3:2])=[O:17])[CH:13]=1)([O-:20])=[O:19] |f:2.3|. Procedure details: Diethyl(ethoxymethylene)oxalacetate (5.63 g, 0.023 mol,) is dissolved under N2 atmosphere in 20 mL of absolute ethanol and cooled to 0° C. Nitroacetamide (2.00 g, 0.019 mol,) (S. K. Brownstein, J. Org. Chem 23, 113 (1958)) and sodium acetate (1.56 g, 0.019 mol,) are added and the mixture is stirred at room temperature for 15 hours. The suspension is diluted with 15 mL of absolute ethanol and acidified to pH 2 with concentrated HCl. The inorganics are removed by filtration and the filtrate is con... Reactants: [N+](=O)([O-])C=1NC=C(N1)CC(C(=O)OC)(F)F (methyl 3-(2'-nitroimidazolyl)-2,2-difluoropropionate), FC(C(=O)N)(CN)F (2,2-difluoro-3-amino-propionic acid amide). Run in CO (methanol). The product is [N+](=O)([O-])C=1NC=C(N1)CC(C(=O)NCC(C(=O)N)(F)F)(F)F (3-[3'-(2"-nitroimidazolyl)-2',2'-difluoropropionylamino]-2,2-difluoropropionic acid amide). Yield: 35.8%. Reaction SMILES: [N+:1]([C:4]1[NH:5][CH:6]=[C:7]([CH2:9][C:10]([F:16])([F:15])[C:11]([O:13]C)=O)[N:8]=1)([O-:3])=[O:2].[F:17][C:18]([F:24])([CH2:22][NH2:23])[C:19]([NH2:21])=[O:20]>CO>[N+:1]([C:4]1[NH:5][CH:6]=[C:7]([CH2:9][C:10]([F:16])([F:15])[C:11]([NH:23][CH2:22][C:18]([F:24])([F:17])[C:19]([NH2:21])=[O:20])=[O:13])[N:8]=1)([O-:3])=[O:2]. Procedure: To a solution of methyl 3-(2'-nitroimidazolyl)-2,2-difluoropropionate (10.0 g, 42.5 mmol) in methanol (60 ml), 2,2-difluoro-3-amino-propionic acid amide (10.4 g, 83.8 mmol) was added and reacted for 20 hours at a room temperature while stirring. Then, insoluble fraction was filtered off from the reaction mixture. The filtrate was concentrated, subjected to silica gel column chromatography and recrystallized from ethanol to obtain 3-[3'-(2"-nitroimidazolyl)-2',2'-difluoropropionylamino]-2,2-diflu...